This data is from the Open Reaction Database (ORD), a public repository of structured organic reaction records. The task is: describe an organic reaction: reactants, conditions, products, and yield The reactants are ClC1=C(C=CC(=C1)Cl)NNC1=C(C=NC2=CC=CC=C12)C(=O)OCC (ethyl 4-(2,4-dichlorophenyl-hydrazino)-quinolin-3-carboxylate), C1(=CC=CC=C1)OC1=CC=CC=C1.C1(=CC=CC=C1)C1=CC=CC=C1 (diphenyl ether biphenyl). Run in C(C)OCC (diethyl ether). Product: ClC1=C(C=CC(=C1)Cl)N1N=C2C(=CNC=3C=CC=CC23)C1=O (2-(2,4-dichlorophenyl)-pyrazolo[4,3-c]-quinolin-3(5H)-one). As a reaction SMILES: [Cl:1][C:2]1[CH:7]=[C:6]([Cl:8])[CH:5]=[CH:4][C:3]=1[NH:9][NH:10][C:11]1[C:20]2[C:15](=[CH:16][CH:17]=[CH:18][CH:19]=2)[N:14]=[CH:13][C:12]=1[C:21]([O:23]CC)=O.C1(OC2C=CC=CC=2)C=CC=CC=1.C1(C2C=CC=CC=2)C=CC=CC=1>C(OCC)C>[Cl:1][C:2]1[CH:7]=[C:6]([Cl:8])[CH:5]=[CH:4][C:3]=1[N:9]1[C:21](=[O:23])[C:12]2=[CH:13][NH:14][C:15]3[CH:16]=[CH:17][CH:18]=[CH:19][C:20]=3[C:11]2=[N:10]1 |f:1.2|. Procedure details: The mixture of 3.5 g of ethyl 4-(2,4-dichlorophenyl-hydrazino)-quinolin-3-carboxylate and 40 ml of eutectic diphenyl ether-biphenyl is heated to 175° for 4 hours, cooled to room temperature and diluted with diethyl ether. The resulting suspension is filtered, the residue washed with diethyl ether and dissolved in N aqueous sodium hydroxide. The solution is washed with diethyl ether, its pH adjusted to 8.5 with ammonium chloride and the precipitate formed collected. It is washed successively with... Starting materials: FC=1C=C(C(=O)O)C=CC1C=1SC2=NC(=CC=C2N1)C1(CC1)C1=CC=CC=C1 (3-fluoro-4-(5-(1-phenylcyclopropyl)thiazolo[5,4-b]pyridin-2-yl)benzoic acid), NC(CC(=O)O)(C)C (3-amino-3-methylbutanoic acid). Yields the product FC=1C=C(C=CC1C=1SC2=NC(=CC=C2N1)C1(CC1)C1=CC=CC=C1)C(=O)NC(CC(=O)O)(C)C (3-(((3-fluoro-4-(5-(1-phenylcyclopropyl)[1,3]thiazolo[5,4-b]pyridin-2-yl)phenyl)carbonyl)amino)-3-methylbutanoic acid). Reaction SMILES: [F:1][C:2]1[CH:3]=[C:4]([CH:8]=[CH:9][C:10]=1[C:11]1[S:12][C:13]2[C:18]([N:19]=1)=[CH:17][CH:16]=[C:15]([C:20]1([C:23]3[CH:28]=[CH:27][CH:26]=[CH:25][CH:24]=3)[CH2:22][CH2:21]1)[N:14]=2)[C:5]([OH:7])=O.[NH2:29][C:30]([CH3:36])([CH3:35])[CH2:31][C:32]([OH:34])=[O:33]>>[F:1][C:2]1[CH:3]=[C:4]([C:5]([NH:29][C:30]([CH3:36])([CH3:35])[CH2:31][C:32]([OH:34])=[O:33])=[O:7])[CH:8]=[CH:9][C:10]=1[C:11]1[S:12][C:13]2[C:18]([N:19]=1)=[CH:17][CH:16]=[C:15]([C:20]1([C:23]3[CH:28]=[CH:27][CH:26]=[CH:25][CH:24]=3)[CH2:22][CH2:21]1)[N:14]=2. Reported procedure: The title compound was synthesized using the procedure described in Example 105 above, with 3-fluoro-4-(5-(1-phenylcyclopropyl)thiazolo[5,4-b]pyridin-2-yl)benzoic acid (100 mg, 0.256 mmol) and 3-amino-3-methylbutanoic acid (36 mg, 0.307 mmol). MS (ESI) m/z: Calculated: 489.2; Observed: 490.1 (M++1). Starting materials: FC1=CC=C(C=C1)N1C=C(C(C2=CC=CC=C12)=O)C(=O)O (1-(4-fluorophenyl)-4-oxo-1,4-dihydroquinoline-3-carboxylic acid), O=S(Cl)Cl (sulfoxide chloride). The product is FC1=CC=C(C=C1)N1C=C(C(C2=CC=CC=C12)=O)C(=O)Cl (1-(4-fluorophenyl)-4-oxo-1,4-dihydroquinoline-3-carbonyl chloride). Yield: 95.1%. As a reaction SMILES: [F:1][C:2]1[CH:7]=[CH:6][C:5]([N:8]2[C:17]3[C:12](=[CH:13][CH:14]=[CH:15][CH:16]=3)[C:11](=[O:18])[C:10]([C:19]([OH:21])=O)=[CH:9]2)=[CH:4][CH:3]=1.O=S(Cl)[Cl:24]>>[F:1][C:2]1[CH:7]=[CH:6][C:5]([N:8]2[C:17]3[C:12](=[CH:13][CH:14]=[CH:15][CH:16]=3)[C:11](=[O:18])[C:10]([C:19]([Cl:24])=[O:21])=[CH:9]2)=[CH:4][CH:3]=1. Reported procedure: A mixture of intermediate k 2 g (0.007 moL) and sulfoxide chloride (20 mL) was heated to reflux for 6 h, the excess sulfoxide chloride was evaporated in vacuo to obtain white solid 2 g. Yield: 95.1%. Starting materials: ClC1=CC=C(C=C1)C=1N=C(SC1)C(CN)(C)C (2-(4-(4-chlorophenyl)thiazol-2-yl)-2-methylpropan-1-amine), CC1=NC=C(C(=O)O)C=C1C1=NOC(=N1)C(F)(F)F (6-methyl-5-(5-(trifluoromethyl)-1,2,4-oxadiazol-3-yl)nicotinic acid). The product is ClC1=CC=C(C=C1)C=1N=C(SC1)C(CNC(C1=CN=C(C(=C1)C1=NOC(=N1)C(F)(F)F)C)=O)(C)C (N-(2-(4-(4-Chlorophenyl)thiazol-2-yl)-2-methylpropyl)-6-methyl-5-(5-(trifluoromethyl)-1,2,4-oxadiazol-3-yl)nicotinamide). Yield: 59.0%. Reaction SMILES: [Cl:1][C:2]1[CH:7]=[CH:6][C:5]([C:8]2[N:9]=[C:10]([C:13]([CH3:17])([CH3:16])[CH2:14][NH2:15])[S:11][CH:12]=2)=[CH:4][CH:3]=1.[CH3:18][C:19]1[C:27]([C:28]2[N:32]=[C:31]([C:33]([F:36])([F:35])[F:34])[O:30][N:29]=2)=[CH:26][C:22]([C:23](O)=[O:24])=[CH:21][N:20]=1>>[Cl:1][C:2]1[CH:3]=[CH:4][C:5]([C:8]2[N:9]=[C:10]([C:13]([CH3:17])([CH3:16])[CH2:14][NH:15][C:23](=[O:24])[C:22]3[CH:26]=[C:27]([C:28]4[N:32]=[C:31]([C:33]([F:36])([F:35])[F:34])[O:30][N:29]=4)[C:19]([CH3:18])=[N:20][CH:21]=3)[S:11][CH:12]=2)=[CH:6][CH:7]=1. Procedure details: This compound was synthesized from 2-(4-(4-chlorophenyl)thiazol-2-yl)-2-methylpropan-1-amine and 6-methyl-5-(5-(trifluoromethyl)-1,2,4-oxadiazol-3-yl)nicotinic acid as described in example 8 step 6 (28 mg, yield 59%). 1H NMR (400 MHz, CDCl3) δ 9.11 (br s, 1H), 8.80 (br s, 1H), 8.07 (br s, 1H), 7.79-7.77 (d, J=8.8 Hz, 2H), 7.43 (s, 1H), 7.35-7.33 (d, J=8.8 Hz, 2H), 3.86-3.84 (d, J=5.5 Hz, 2H), 3.02 (s, 3H), 1.57 (s, 6H). MS (ESI) m/z: Calculated for C23H19ClF3N5O2S: 521.09. found: 522.0 (M+H)+. Starting materials: CCO, CC(C)(C)OC(=O)N1CCC(CF)C1, O, Cc1ccc(S(=O)(=O)O)cc1. The product is FCC1CCNC1, Cc1ccc(S(=O)(=O)O)cc1. As a reaction SMILES: [CH3:27][CH2:28][OH:29].[F:13][CH2:14][CH:15]1[CH2:16][N:17]([C:20]([O:21][C:22]([CH3:23])([CH3:24])[CH3:25])=[O:26])[CH2:18][CH2:19]1.[OH2:1].[c:2]1([CH3:12])[cH:3][cH:4][c:5]([S:8](=[O:9])(=[O:10])[OH:11])[cH:6][cH:7]1>>[F:13][CH2:14][CH:15]1[CH2:16][NH:17][CH2:18][CH2:19]1.[c:2]1([CH3:12])[cH:3][cH:4][c:5]([S:8](=[O:9])(=[O:10])[OH:11])[cH:6][cH:7]1. Starting materials: N1=C(C=CC=C1)CC#N (2-pyridylacetonitrile), Cl.C(C1=CC=CC=C1)N(CCCl)CCCl (N-benzyl-N,N-bis-(2-chloroethyl)amine hydrochloride), [OH-].[Na+] (sodium hydroxide). The reagents and catalysts are [Br-].C(CCCCCCCCCCCCCCC)[P+](CCCC)(CCCC)CCCC (hexadecyltributyphosphonium bromide). Conditions: temperature 100 celsius, time 1 hour. Yields the product C(C1=CC=CC=C1)N1CCC(CC1)(C1=NC=CC=C1)C#N (1-benzyl-4-cyano-4-(pyridin-2-yl)-piperidine). RXN SMILES: [N:1]1[CH:6]=[CH:5][CH:4]=[CH:3][C:2]=1[CH2:7][C:8]#[N:9].Cl.[CH2:11]([N:18]([CH2:22][CH2:23]Cl)[CH2:19][CH2:20]Cl)[C:12]1[CH:17]=[CH:16][CH:15]=[CH:14][CH:13]=1.[OH-].[Na+]>[Br-].C([P+](CCCC)(CCCC)CCCC)CCCCCCCCCCCCCCC>[CH2:11]([N:18]1[CH2:22][CH2:23][C:7]([C:8]#[N:9])([C:2]2[CH:3]=[CH:4][CH:5]=[CH:6][N:1]=2)[CH2:20][CH2:19]1)[C:12]1[CH:17]=[CH:16][CH:15]=[CH:14][CH:13]=1 |f:1.2,3.4,5.6|. Procedure: Combine 2-pyridylacetonitrile (5.9 g, 50 mmol), N-benzyl-N,N-bis-(2-chloroethyl)amine hydrochloride (13.4 g, 50 mmol), and hexadecyltributyphosphonium bromide (1.3 g, 2.5 mmol) and a 50% aqueous sodium hydroxide solution (75 mL). Heat to 100° C. After 1 hour, cool the reaction mixture to ambient temperature and repeatedly extract with diethyl ether. Extract the combined organic layers twice with an aqueous 10% hydrochloric acid solution (350 mL). combine the aqueous layers and neutralize with an... Starting materials: CCO, CCOC(=O)C(C)(C)Oc1ccc(CNc2ccc(Cl)cc2)cc1, [Na+], [OH-]. Yields the product CC(C)(Oc1ccc(CNc2ccc(Cl)cc2)cc1)C(=O)O. Reaction SMILES: [CH3:27][CH2:28][OH:29].[Cl:1][c:2]1[cH:3][cH:4][c:5]([NH:6][CH2:7][c:8]2[cH:9][cH:10][c:11]([O:12][C:13]([C:14](=[O:15])[O:16][CH2:17][CH3:18])([CH3:19])[CH3:20])[cH:21][cH:22]2)[cH:23][cH:24]1.[Na+:26].[OH-:25]>>[Cl:1][c:2]1[cH:3][cH:4][c:5]([NH:6][CH2:7][c:8]2[cH:9][cH:10][c:11]([O:12][C:13]([C:14](=[O:15])[OH:16])([CH3:19])[CH3:20])[cH:21][cH:22]2)[cH:23][cH:24]1.